From a dataset of the Open Reaction Database (ORD), a public repository of structured organic reaction records. describe an organic reaction: reactants, conditions, products, and yield Starting materials: C(C)[SiH](CC)CC (triethylsilane), C(Cl)(Cl)Cl (chloroform), [N+](=O)([O-])C1=CC=C(C(=O)C2=CC=C(C=C2)CC2=CC=C(C=C2)CC2=CC=C(C=C2)CC2=CC=C(C=C2)C(C2=CC=C(C=C2)[N+](=O)[O-])=O)C=C1 (1,1-bis(4-(4-(4-nitrobenzoyl)phenylmethyl) phenyl)methane), ClC(C)Cl (dichloroethane). Solvent: ClCCl (dichloromethane), ice water. Conditions: time 20 hour. Yields the product [N+](=O)([O-])C1=CC=C(C=C1)CC1=CC=C(C=C1)CC1=CC=C(C=C1)CC1=CC=C(C=C1)CC1=CC=C(C=C1)CC1=CC=C(C=C1)[N+](=O)[O-] (1,1-bis(4-(4-(4-nitrophenylmethyl)phenylmethyl)phenyl)methane). The yield is 96.8%. RXN SMILES: [N+:1]([C:4]1[CH:49]=[CH:48][C:7]([C:8]([C:10]2[CH:15]=[CH:14][C:13]([CH2:16][C:17]3[CH:22]=[CH:21][C:20]([CH2:23][C:24]4[CH:29]=[CH:28][C:27]([CH2:30][C:31]5[CH:36]=[CH:35][C:34]([C:37](=O)[C:38]6[CH:43]=[CH:42][C:41]([N+:44]([O-:46])=[O:45])=[CH:40][CH:39]=6)=[CH:33][CH:32]=5)=[CH:26][CH:25]=4)=[CH:19][CH:18]=3)=[CH:12][CH:11]=2)=O)=[CH:6][CH:5]=1)([O-:3])=[O:2].C([SiH](CC)CC)C.ClC(Cl)C.C(Cl)(Cl)Cl>ClCCl>[N+:1]([C:4]1[CH:49]=[CH:48][C:7]([CH2:8][C:10]2[CH:11]=[CH:12][C:13]([CH2:16][C:17]3[CH:22]=[CH:21][C:20]([CH2:23][C:24]4[CH:29]=[CH:28][C:27]([CH2:30][C:31]5[CH:36]=[CH:35][C:34]([CH2:37][C:38]6[CH:39]=[CH:40][C:41]([N+:44]([O-:46])=[O:45])=[CH:42][CH:43]=6)=[CH:33][CH:32]=5)=[CH:26][CH:25]=4)=[CH:19][CH:18]=3)=[CH:14][CH:15]=2)=[CH:6][CH:5]=1)([O-:3])=[O:2]. Procedure: In a 1-liter four-necked flask equipped with a stirring device, a thermometer, a condenser and a nitrogen substituting device, 17.7 g of 1,1-bis(4-(4-(4-nitrobenzoyl)phenylmethyl) phenyl)methane was dissolved in 150 milliliters of dichloromethane, 14.5 g of triethylsilane and 20.7 g of boron trifluoride ethyl ether complex were added, and they were stirred for 20 hours at reflux of dichloroethane. After the end of the reaction was confirmed by a liquid chromatography, the reaction solution was c... The reactants are C(=C)C1=CC2=CC=CC=C2C=C1 (2-vinylnaphthalene), ICI (diiodomethane). The reagents and catalysts are [Cu].[Zn] (zinc-copper couple). Solvent: C(C)OCC (diethyl ether). Yields the product C1(CC1)C1=CC2=CC=CC=C2C=C1 (2-cyclopropylnaphthalene). RXN SMILES: [CH:1]([C:3]1[CH:12]=[CH:11][C:10]2[C:5](=[CH:6][CH:7]=[CH:8][CH:9]=2)[CH:4]=1)=[CH2:2].I[CH2:14]I>[Cu].[Zn].C(OCC)C>[CH:1]1([C:3]2[CH:12]=[CH:11][C:10]3[C:5](=[CH:6][CH:7]=[CH:8][CH:9]=3)[CH:4]=2)[CH2:14][CH2:2]1 |f:2.3|. Reported procedure: A mixture of 15.5 g. of 2-vinylnaphthalene, 23 g. of diiodomethane, 19.6 g. of zinc-copper couple (comprising 19.5 g. of zinc and 0.1 g. of copper) and 500 ml. of diethyl ether is refluxed for eight hours; the cooled mixture is then filtered, washed with dilute hydrochloric acid, washed with water to neutrality, dried and evaporated to yield 2-cyclopropylnaphthalene.